From a dataset of the Open Reaction Database (ORD), a public repository of structured organic reaction records. describe an organic reaction: reactants, conditions, products, and yield Starting materials: CC12CCC3C(C(OS(C)(=O)=O)C(OS(C)(=O)=O)C4=CC(=O)CCC43C)C1CCC2=O, CC(=O)O, CO, [N-]=[N+]=[N-], [Na+]. The product is CC12CCC3C(C=C(N=[N+]=[N-])C4=CC(=O)CCC43C)C1CCC2=O. RXN SMILES: [CH3:1][S:2]([O:3][CH:6]1[CH:7]([O:4][S:5]([CH3:27])(=[O:28])=[O:29])[CH:8]2[CH:9]3[CH2:10][CH2:11][C:12](=[O:26])[C:13]3([CH3:14])[CH2:15][CH2:16][CH:17]2[C:18]2([CH3:25])[CH2:19][CH2:20][C:21](=[O:24])[CH:22]=[C:23]12)(=[O:30])=[O:31].[CH3:36][C:37](=[O:38])[OH:39].[CH3:40][OH:41].[N-:33]=[N+:34]=[N-:35].[Na+:32]>>[C:6]1([N:33]=[N+:34]=[N-:35])=[CH:7][CH:8]2[CH:9]3[CH2:10][CH2:11][C:12](=[O:26])[C:13]3([CH3:14])[CH2:15][CH2:16][CH:17]2[C:18]2([CH3:25])[CH2:19][CH2:20][C:21](=[O:24])[CH:22]=[C:23]12.